Dataset: the Open Reaction Database (ORD), a public repository of structured organic reaction records. Task: describe an organic reaction: reactants, conditions, products, and yield Starting materials: Cl.Cl.Cl.CC1=C(C=NC=C1)NCCC1(CNCCC1)C(=O)OCC (ethyl 3-{2-[(4-methylpyridin-3-yl)amino]ethyl}piperidine-3-carboxylate trihydrochloride), ClC1=NC=C(C=C1)C(F)(F)F (2-chloro-5-(trifluoromethyl)pyridine), C(C)(C)N(C(C)C)CC (N,N-diisopropylethylamine), CN1C(CCC1)=O (N-methylpyrrolidinone), [H-].[Na+] (Sodium hydride). Conditions: time 8 hour. Yields the product CC1=C(C=NC=C1)N1C(C2(CC1)CN(CCC2)C2=NC=C(C=C2)C(F)(F)F)=O (2-(4-methylpyridin-3-yl)-7-[5-(trifluoromethyl)pyridin-2-yl]-2,7-diazaspiro[4.5]decan-1-one). As a reaction SMILES: Cl.Cl.Cl.[CH3:4][C:5]1[CH:10]=[CH:9][N:8]=[CH:7][C:6]=1[NH:11][CH2:12][CH2:13][C:14]1([C:20]([O:22]CC)=O)[CH2:19][CH2:18][CH2:17][NH:16][CH2:15]1.Cl[C:26]1[CH:31]=[CH:30][C:29]([C:32]([F:35])([F:34])[F:33])=[CH:28][N:27]=1.C(N(CC)C(C)C)(C)C.CN1CCCC1=O.[H-].[Na+]>>[CH3:4][C:5]1[CH:10]=[CH:9][N:8]=[CH:7][C:6]=1[N:11]1[CH2:12][CH2:13][C:14]2([CH2:19][CH2:18][CH2:17][N:16]([C:26]3[CH:31]=[CH:30][C:29]([C:32]([F:35])([F:34])[F:33])=[CH:28][N:27]=3)[CH2:15]2)[C:20]1=[O:22] |f:0.1.2.3,7.8|. Reported procedure: A mixture of ethyl 3-{2-[(4-methylpyridin-3-yl)amino]ethyl}piperidine-3-carboxylate trihydrochloride (42.8 mg, 0.000107 mol), 2-chloro-5-(trifluoromethyl)pyridine (23 mg, 0.00013 mol) and N,N-diisopropylethylamine (0.056 mL, 0.00032 mol) in N-methylpyrrolidinone (0.8 mL, 0.008 mol) was irradiated with microwaves to 180° C. for 20 min. Sodium hydride (30.0 mg) was then added to the above solution and the mixture was stirred overnight. The product was purified by prep-HPLC. LC-MS: 391.2 (M+H)+. Reactants: ClCCl, O=c1ccc2c(Cl)nc(NC(CO)CO)nc2n1-c1ccc(F)cc1F, [K+], [K+], O=C([O-])[O-], C1COCCO1, O, O=C(O)c1cccc(B(O)O)c1, c1ccc(P(c2ccccc2)(c2ccccc2)[Pd](P(c2ccccc2)(c2ccccc2)c2ccccc2)(P(c2ccccc2)(c2ccccc2)c2ccccc2)P(c2ccccc2)(c2ccccc2)c2ccccc2)cc1. Product: O=C(O)c1cccc(-c2nc(NC(CO)CO)nc3c2ccc(=O)n3-c2ccc(F)cc2F)c1. As a reaction SMILES: [Cl:128][CH2:129][Cl:130].[Cl:1][c:2]1[c:3]2[c:4]([n:5][c:6]([NH:8][CH:9]([CH2:10][OH:11])[CH2:12][OH:13])[n:7]1)[n:14](-[c:19]1[c:20]([F:26])[cH:21][c:22]([F:25])[cH:23][cH:24]1)[c:15](=[O:18])[cH:16][cH:17]2.[K+:39].[K+:40].[O-:41][C:42]([O-:43])=[O:44].[O:45]1[CH2:46][CH2:47][O:48][CH2:49][CH2:50]1.[OH2:131].[OH:27][B:28]([c:29]1[cH:30][c:31]([C:32](=[O:33])[OH:34])[cH:35][cH:36][cH:37]1)[OH:38].[cH:51]1[cH:52][cH:53][c:54]([P:55]([Pd:56]([P:57]([c:58]2[cH:59][cH:60][cH:61][cH:62][cH:63]2)([c:64]2[cH:65][cH:66][cH:67][cH:68][cH:69]2)[c:70]2[cH:71][cH:72][cH:73][cH:74][cH:75]2)([P:76]([c:77]2[cH:78][cH:79][cH:80][cH:81][cH:82]2)([c:83]2[cH:84][cH:85][cH:86][cH:87][cH:88]2)[c:89]2[cH:90][cH:91][cH:92][cH:93][cH:94]2)[P:95]([c:96]2[cH:97][cH:98][cH:99][cH:100][cH:101]2)([c:102]2[cH:103][cH:104][cH:105][cH:106][cH:107]2)[c:108]2[cH:109][cH:110][cH:111][cH:112][cH:113]2)([c:114]2[cH:115][cH:116][cH:117][cH:118][cH:119]2)[c:120]2[cH:121][cH:122][cH:123][cH:124][cH:125]2)[cH:126][cH:127]1>>[c:2]1(-[c:29]2[cH:30][c:31]([C:32](=[O:33])[OH:34])[cH:35][cH:36][cH:37]2)[c:3]2[c:4]([n:5][c:6]([NH:8][CH:9]([CH2:10][OH:11])[CH2:12][OH:13])[n:7]1)[n:14](-[c:19]1[c:20]([F:26])[cH:21][c:22]([F:25])[cH:23][cH:24]1)[c:15](=[O:18])[cH:16][cH:17]2. Starting materials: CO, O=[N+]([O-])c1ccc(OCCN2CCOCC2)c2ccccc12. The product is Nc1ccc(OCCN2CCOCC2)c2ccccc12. Reaction SMILES: [CH3:23][OH:24].[N+:1]([O-:2])(=[O:3])[c:4]1[cH:5][cH:6][c:7]([O:14][CH2:15][CH2:16][N:17]2[CH2:18][CH2:19][O:20][CH2:21][CH2:22]2)[c:8]2[cH:9][cH:10][cH:11][cH:12][c:13]12>>[NH2:1][c:4]1[cH:5][cH:6][c:7]([O:14][CH2:15][CH2:16][N:17]2[CH2:18][CH2:19][O:20][CH2:21][CH2:22]2)[c:8]2[cH:9][cH:10][cH:11][cH:12][c:13]12. Starting materials: CCCCCCOC(=O)/N=C(/C=1C=CC(=CC1)NCC2=NC=3C=C(C=CC3N2C)C(=O)N(CCC(=O)OCC)C=4C=CC=CN4)\N (dabigatran etexilate), NC=1C=C(C(=O)N(CCC(=O)OCC)C2=NC=CC=C2)C=CC1NC (ethyl 3-{[3-amino-4-(methylamino)benzoyl](pyridin-2-yl)amino}propanoate), NC=1C=C(C(=O)N(CCC(=O)OCC)C2=NC=CC=C2)C=CC1NC (ethyl 3-{[3-amino-4-(methylamino)benzoyl](pyridin-2-yl)amino}propanoate), O1NC(=NC1=O)C1=CC=C(C=C1)NCC(=O)O (2-[4-(1,2,4-oxadiazol-5-on-3-yl)phenylamino]acetic acid), O1NC(=NC1=O)C1=CC=C(C=C1)NCC(=O)O (2-[4-(1,2,4-oxadiazol-5-on-3-yl)phenylamino]acetic acid), N,N′-carbonyldiimidazole, propanephosphonic anhydride, C(C(C)(C)C)(=O)Cl (pivaloyl chloride). Product: O1NC(=NC1=O)C1=CC=C(C=C1)NCC1=NC2=C(N1C)C=CC(=C2)C(=O)N(CCC(=O)OCC)C2=NC=CC=C2 (ethyl 3-{[(2-{[(4-{1,2,4-oxadiazol-5-on-3-yl}phenyl)amino]methyl}-1-methyl-1H-benzimidazol-5-yl)carbonyl](pyridin-2-yl)amino}propanoate). Reaction SMILES: CCCCCC[O:7][C:8](/[N:10]=[C:11](\[NH2:46])/[C:12]1[CH:13]=[CH:14][C:15]([NH:18][CH2:19][C:20]2[N:28]([CH3:29])[C:27]3[CH:26]=[CH:25][C:24]([C:30]([N:32]([C:40]4[CH:41]=[CH:42][CH:43]=[CH:44][N:45]=4)[CH2:33][CH2:34][C:35]([O:37][CH2:38][CH3:39])=[O:36])=[O:31])=[CH:23][C:22]=3[N:21]=2)=[CH:16][CH:17]=1)=[O:9].NC1C=C(C=CC=1NC)C(N(C1C=CC=CN=1)CCC(OCC)=O)=O.O1C(=O)N=C(C2C=CC(NCC(O)=O)=CC=2)N1.C(Cl)(=O)C(C)(C)C>>[O:7]1[C:8](=[O:9])[N:10]=[C:11]([C:12]2[CH:13]=[CH:14][C:15]([NH:18][CH2:19][C:20]3[N:28]([CH3:29])[C:27]4[CH:26]=[CH:25][C:24]([C:30]([N:32]([C:40]5[CH:41]=[CH:42][CH:43]=[CH:44][N:45]=5)[CH2:33][CH2:34][C:35]([O:37][CH2:38][CH3:39])=[O:36])=[O:31])=[CH:23][C:22]=4[N:21]=3)=[CH:16][CH:17]=2)[NH:46]1. Procedure details: U.S. Pat. No. 7,202,368 describes an alternative process for the synthesis of dabigatran etexilate (see Scheme 2). Example 3 describes the condensation between ethyl 3-{[3-amino-4-(methylamino)benzoyl](pyridin-2-yl)amino}propanoate (compound II) and 2-[4-(1,2,4-oxadiazol-5-on-3-yl)phenylamino]acetic acid (compound VII) in the presence of a coupling agent such as N,N′-carbonyldiimidazole (CDI), propanephosphonic anhydride (PPA), or pivaloyl chloride, to give ethyl 3-{[(2-{[(4-{1,2,4-oxadiazol-5-o...